This data is from the Open Reaction Database (ORD), a public repository of structured organic reaction records. The task is: describe an organic reaction: reactants, conditions, products, and yield Reactants: CS(=O)(=O)OCCN1C=2C=CC(=CC2C=2C3=C(C(=CC12)C1=CC=CC=C1)C(NC3=O)=O)O (2-(9-Hydroxy-1,3-dioxo-4-phenyl-2,3-dihydropyrrolo[3,4-c]carbazol-6 (1H)-yl)ethyl methanesulfonate), N1C=NC=C1 (imidazole). The product is OC1=CC=2C=3C4=C(C(=CC3N(C2C=C1)CCN1C=NC=C1)C1=CC=CC=C1)C(NC4=O)=O (9-Hydroxy-6-[2-(1H-imidazol-1-yl)ethyl]-4-phenylpyrrolo[3,4-c]carbazole-1,3(2H,6H)-dione). Isolated yield 50.0%. As a reaction SMILES: CS(O[CH2:6][CH2:7][N:8]1[C:20]2[CH:19]=[C:18]([C:21]3[CH:26]=[CH:25][CH:24]=[CH:23][CH:22]=3)[C:17]3[C:27](=[O:31])[NH:28][C:29](=[O:30])[C:16]=3[C:15]=2[C:14]2[CH:13]=[C:12]([OH:32])[CH:11]=[CH:10][C:9]1=2)(=O)=O.[NH:33]1[CH:37]=[CH:36][N:35]=[CH:34]1>>[OH:32][C:12]1[CH:11]=[CH:10][C:9]2[N:8]([CH2:7][CH2:6][N:33]3[CH:37]=[CH:36][N:35]=[CH:34]3)[C:20]3[CH:19]=[C:18]([C:21]4[CH:26]=[CH:25][CH:24]=[CH:23][CH:22]=4)[C:17]4[C:27](=[O:31])[NH:28][C:29](=[O:30])[C:16]=4[C:15]=3[C:14]=2[CH:13]=1. Procedure: Mesylate (205) (70 mg, 0.16 mmol) prepared as described in example 174 was reacted with imidazole according to the procedure described in example 179 to give amine (213) (34 mg, 50%) as a yellow powder, mp>345° C. 1H NMR δ [(CD3)2SO] 11.05 (br s, 1H), 9.34 (s, 1H), 8.39 (d, J=2.4 Hz, 1H), 7.59 (m, 2H), 7.45 (m, 5H), 7.27 (s, 1H), 7.06 (dd, J=8.8, 2.4 Hz, 1H), 7.02 (s, 1H), 6.75 (s, 1H), 4.80 (t, J=5.7 Hz, 2H), 4.41 (t, J=5.7 Hz, 2H). Found: C, 70.36; H, 4.38; N, 12.68. C25H18N4O3.1/4H2O requires... Reported procedure: A mixture of 4chloro-6-methoxy-7-(2-methoxyethoxy)quinazoline (107 mg, 0.4 mmol), (prepared as described for the starting material in Example 14), and 2-fluoro4-methylaniline (50 mg, 0.4 mmol) in isopropanol (7 ml) was heated at reflux for 2 hours. The mixture was allowed to cool to ambient temperature, the precipitated solid was collected by filtration, washed with isopropanol add ether and dried to give 4-(2-fluoro-4-methylanilino)-6-methoxy-7(2-methoxyethoxy)quinazoline hydrochloride (95 mg, ... The reactants are ClC1=NC=NC2=CC(=C(C=C12)OC)OCCOC (4chloro-6-methoxy-7-(2-methoxyethoxy)quinazoline), FC1=C(N)C=CC(=C1)C (2-fluoro4-methylaniline). Yields the product Cl.FC1=C(NC2=NC=NC3=CC(=C(C=C23)OC)OCCOC)C=CC(=C1)C (4-(2-fluoro-4-methylanilino)-6-methoxy-7(2-methoxyethoxy)quinazoline hydrochloride). As a reaction SMILES: [Cl:1][C:2]1[C:11]2[C:6](=[CH:7][C:8]([O:14][CH2:15][CH2:16][O:17][CH3:18])=[C:9]([O:12][CH3:13])[CH:10]=2)[N:5]=[CH:4][N:3]=1.[F:19][C:20]1[CH:26]=[C:25]([CH3:27])[CH:24]=[CH:23][C:21]=1[NH2:22]>C(O)(C)C>[ClH:1].[F:19][C:20]1[CH:26]=[C:25]([CH3:27])[CH:24]=[CH:23][C:21]=1[NH:22][C:2]1[C:11]2[C:6](=[CH:7][C:8]([O:14][CH2:15][CH2:16][O:17][CH3:18])=[C:9]([O:12][CH3:13])[CH:10]=2)[N:5]=[CH:4][N:3]=1 |f:3.4|. Isolated yield 60.3%. Solvent: C(C)(C)O (isopropanol). The reactants are C(C)OC(=O)[C@@]12NC([C@@H]3C[C@H](CN3C([C@H](CCCC\C=C/[C@@H]2C1)NC(=O)OC(C)(C)C)=O)OC1=CC(=NC2=CC(=CC=C12)OC)C1=CC=CC=C1)=O ((1S,4R,6S,13S,17R)-7-cis-13-tert-butoxycarbonylamino-17-(7-methoxy-2-phenyl-quinolin-4-yloxy)-2,14-dioxo-3,15-diazatricyclo [13.3.0.04,6]octadec-7-ene-4-carboxylic acid ethyl ester), [Li+].[OH-] (LiOH). Run in C1CCOC1.O.CO (THF H2O MeOH). Yields the product C(C)(C)(C)O[C@H]1CCCC\C=C/[C@@H]2C[C@]2(NC([C@]2(C[C@H](CN2C1=O)OC1=CC(=NC2=CC(=CC=C12)OC)C1=CC=CC=C1)N=C=O)=O)C(=O)O ((1S,4R,6S,13S,17R)-7-cis-13-tert-butoxy-carbonylamino-17-(7-methoxy-2-phenylquin-olin-4-yloxy)-2,14-dioxo-3,15-diazatricyclo-[13.3.0.04,6]octadec-7-ene-4-carboxylic acid). Isolated yield 201.3%. RXN SMILES: C([O:3][C:4]([C@@:6]12[CH2:23][C@H:22]1[CH:21]=[CH:20][CH2:19][CH2:18][CH2:17][CH2:16][C@H:15](NC(OC(C)(C)C)=O)[C:14](=[O:32])[N:13]1[C@@H:9]([CH2:10][C@@H:11]([O:33][C:34]3[C:43]4[C:38](=[CH:39][C:40]([O:44][CH3:45])=[CH:41][CH:42]=4)[N:37]=[C:36]([C:46]4[CH:51]=[CH:50][CH:49]=[CH:48][CH:47]=4)[CH:35]=3)[CH2:12]1)[C:8](=[O:52])[NH:7]2)=[O:5])C.[Li+].[OH-:54]>C1COCC1.O.CO>[C:6]([O:54][C@@H:15]1[C:14](=[O:32])[N:13]2[C@:9]([N:7]=[C:8]=[O:52])([CH2:10][C@@H:11]([O:33][C:34]3[C:43]4[C:38](=[CH:39][C:40]([O:44][CH3:45])=[CH:41][CH:42]=4)[N:37]=[C:36]([C:46]4[CH:51]=[CH:50][CH:49]=[CH:48][CH:47]=4)[CH:35]=3)[CH2:12]2)[C:8](=[O:52])[NH:7][C@@:6]2([C:4]([OH:3])=[O:5])[C@@H:22]([CH2:23]2)[CH:21]=[CH:20][CH2:19][CH2:18][CH2:17][CH2:16]1)([CH3:23])([CH3:22])[CH3:4] |f:1.2,3.4.5|. Reported procedure: Following the experimental and purification procedure of Step 1i, (1S,4R,6S,13S,17R)-7-cis-13-tert-butoxycarbonylamino-17-(7-methoxy-2-phenyl-quinolin-4-yloxy)-2,14-dioxo-3,15-diazatricyclo [13.3.0.04,6]octadec-7-ene-4-carboxylic acid ethyl ester (290 mg, 0.406 mmol) was reacted with 100 mg (2.5 mmol) of LiOH in 23.9 mL of 14.4:7.7:1.8 of THF/H2O/MeOH to afford (1S,4R,6S,13S,17R)-7-cis-13-tert-butoxy-carbonylamino-17-(7-methoxy-2-phenylquin-olin-4-yloxy)-2,14-dioxo-3,15-diazatricyclo-[13.3.0.04,... Reactants: CCOC(=O)CBr, C1CCOC1, CC1=[C-]C(C)C(C)=C1C, [Na+]. Reaction SMILES: [Br:1][CH2:2][C:3](=[O:4])[O:5][CH2:6][CH3:7].[CH2:18]1[O:19][CH2:20][CH2:21][CH2:22]1.[CH3:8][CH:9]1[C:10]([CH3:16])=[C:11]([CH3:15])[C:12]([CH3:14])=[C-:13]1.[Na+:17]>>[CH2:2]([C:3](=[O:4])[O:5][CH2:6][CH3:7])[C:13]1=[C:9]([CH3:8])[C:10]([CH3:16])=[C:11]([CH3:15])[CH:12]1[CH3:14]. Yields the product CCOC(=O)CC1=C(C)C(C)=C(C)C1C. Reactants: FC1=C(CCN2CCC(CC2)N2C=CC3=CC=C(C=C23)C=O)C=CC=C1 (1-[1-(2-fluorophenethyl)piperidin-4-yl]-6-formylindole), Cl.NO (hydroxylamine hydrochloride), C(C)(=O)[O-].[Na+] (sodium acetate). Run in CO (methanol). Run at time 1 hour. Yields the product FC1=C(CCN2CCC(CC2)N2C=CC3=CC=C(C=C23)C=NO)C=CC=C1 (1-[1-(2-fluorophenethyl)piperidin-4-yl]-6-hydroxyiminomethylindole). Yield: 96.9%. RXN SMILES: [F:1][C:2]1[CH:26]=[CH:25][CH:24]=[CH:23][C:3]=1[CH2:4][CH2:5][N:6]1[CH2:11][CH2:10][CH:9]([N:12]2[C:20]3[C:15](=[CH:16][CH:17]=[C:18]([CH:21]=O)[CH:19]=3)[CH:14]=[CH:13]2)[CH2:8][CH2:7]1.Cl.[NH2:28][OH:29].C([O-])(=O)C.[Na+]>CO>[F:1][C:2]1[CH:26]=[CH:25][CH:24]=[CH:23][C:3]=1[CH2:4][CH2:5][N:6]1[CH2:11][CH2:10][CH:9]([N:12]2[C:20]3[C:15](=[CH:16][CH:17]=[C:18]([CH:21]=[N:28][OH:29])[CH:19]=3)[CH:14]=[CH:13]2)[CH2:8][CH2:7]1 |f:1.2,3.4|. Procedure: A mixture of 1-[1-(2-fluorophenethyl)piperidin-4-yl]-6-formylindole (1.94 g) obtained in Example 348-4), hydroxylamine hydrochloride (0.5 g) and anhydrous sodium acetate (0.55 g) in methanol (60 ml) was stirred at room temperature for 1 hr. Then the reaction mixtures were concentrated and the residue was partitioned between ethyl acetate (150 ml) and a 1 N aqueous solution (30 ml) of sodium hydroxide. The ethyl acetate layer was washed successively with water and brine, dried over magnesium sulf... The reactants are CC1(OB(OC1(C)C)C=1C=NC(=NC1)N)C (5-(4,4,5,5-tetramethyl-1,3,2-dioxaborolan-2-yl)pyrimidin-2-amine), ClC1=CC(=NC(=N1)N1CCOCC1)N(C1CCOCC1)C (6-chloro-N-methyl-2-morpholino-N-(tetrahydro-2H-pyran-4-yl)pyrimidin-4-amine), C(=O)([O-])[O-].[Na+].[Na+] (Na2CO3). The reagents and catalysts are C1=CC=C(C=C1)P([C-]2C=CC=C2)C3=CC=CC=C3.C1=CC=C(C=C1)P([C-]2C=CC=C2)C3=CC=CC=C3.Cl[Pd]Cl.[Fe+2] (dichloro[1,1′-bis(diphenylphosphino)ferrocene]palladium). The solvent is C1CCOC1 (THF). Reaction conditions: temperature 120 celsius. The product is CN(C1=CC(=NC(=N1)N1CCOCC1)C=1C=NC(=NC1)N)C1CCOCC1 (N6-methyl-2-morpholino-N6-(tetrahydro-2H-pyran-4-yl)-4,5′-bipyrimidine-2′,6-diamine). The yield is 32.6%. As a reaction SMILES: CC1(C)C(C)(C)OB([C:9]2[CH:10]=[N:11][C:12]([NH2:15])=[N:13][CH:14]=2)O1.Cl[C:18]1[N:23]=[C:22]([N:24]2[CH2:29][CH2:28][O:27][CH2:26][CH2:25]2)[N:21]=[C:20]([N:30]([CH3:37])[CH:31]2[CH2:36][CH2:35][O:34][CH2:33][CH2:32]2)[CH:19]=1.C([O-])([O-])=O.[Na+].[Na+]>C1COCC1.C1C=CC(P(C2C=CC=CC=2)[C-]2C=CC=C2)=CC=1.C1C=CC(P(C2C=CC=CC=2)[C-]2C=CC=C2)=CC=1.Cl[Pd]Cl.[Fe+2]>[CH3:37][N:30]([CH:31]1[CH2:36][CH2:35][O:34][CH2:33][CH2:32]1)[C:20]1[N:21]=[C:22]([N:24]2[CH2:25][CH2:26][O:27][CH2:28][CH2:29]2)[N:23]=[C:18]([C:9]2[CH:14]=[N:13][C:12]([NH2:15])=[N:11][CH:10]=2)[CH:19]=1 |f:2.3.4,6.7.8.9|. Procedure: To an argon flushed mixture of 5-(4,4,5,5-tetramethyl-1,3,2-dioxaborolan-2-yl)pyrimidin-2-amine (42 mg, 0.19 mmol), 6-chloro-N-methyl-2-morpholino-N-(tetrahydro-2H-pyran-4-yl)pyrimidin-4-amine (12 mg, 0.038 mmol) in THF (0.8 mL), and aq. Na2CO3 (2M, 0.27 mL) in a pressure vessel, was added dichloro[1,1′-bis(diphenylphosphino)ferrocene]palladium (II) dichloromethane adduct (8 mg, 0.0095 mmol) in one portion. The pressure vessel was sealed and the mixture was heated in a microwave at 120° C. for 6... Product: Br.Br.ClC=1C=CC(=C(C1)N1CCNCC1)O (1-(5-Chloro-2-hydroxyphenyl)piperazine dihydrobromide). Reported procedure: A suspension of 5.5 g of 1-(5-chloro-2-methoxyphenyl)piperazine in 40 mL of 62% hydrobromic acid was stirred at reflux for 30 hours. After cooling to room temperature, the mixture was filtered by suction and the solid was washed on the funnel with acetone affording 6.02 g of the title compound. M.p.>270° C. (ethanol). RXN SMILES: [Cl:1][C:2]1[CH:3]=[CH:4][C:5]([O:14]C)=[C:6]([N:8]2[CH2:13][CH2:12][NH:11][CH2:10][CH2:9]2)[CH:7]=1.[BrH:16]>>[BrH:16].[BrH:16].[Cl:1][C:2]1[CH:3]=[CH:4][C:5]([OH:14])=[C:6]([N:8]2[CH2:9][CH2:10][NH:11][CH2:12][CH2:13]2)[CH:7]=1 |f:2.3.4|. Reactants: ClC=1C=CC(=C(C1)N1CCNCC1)OC (1-(5-chloro-2-methoxyphenyl)piperazine), Br (hydrobromic acid).